The task is: describe an organic reaction: reactants, conditions, products, and yield. This data is from the Open Reaction Database (ORD), a public repository of structured organic reaction records. Reactants: N1(CCCCCC1)C#N (1-hexahydroazepinecarbonitrile), C[O-].[Na+] (sodium methoxide). Solvent: CO (methanol). Product: N1(CCCCCC1)C(OC)=N (Methyl 1-hexahydroazepinecarboximidate). As a reaction SMILES: [N:1]1([C:8]#[N:9])[CH2:7][CH2:6][CH2:5][CH2:4][CH2:3][CH2:2]1.[CH3:10][O-:11].[Na+]>CO>[N:1]1([C:8](=[NH:9])[O:11][CH3:10])[CH2:7][CH2:6][CH2:5][CH2:4][CH2:3][CH2:2]1 |f:1.2|. Procedure details: In the manner given in Example 2, 1-hexahydroazepinecarbonitrile is treated with sodium methoxide in methanol to give methyl 1-hexahydrazepinecarboximidate.